From a dataset of the Open Reaction Database (ORD), a public repository of structured organic reaction records. describe an organic reaction: reactants, conditions, products, and yield Starting materials: O=C([O-])[O-], ClCCl, Clc1ccc(SC2CN(C(c3ccccc3)c3ccccc3)C2)cc1, O=C(Cl)Cl, [K+], [K+]. The product is O=C(Cl)N1CC(Sc2ccc(Cl)cc2)C1. Reaction SMILES: [C:5](=[O:6])([O-:7])[O-:8].[CH2:36]([Cl:37])[Cl:38].[Cl:11][c:12]1[cH:13][cH:14][c:15]([S:18][CH:19]2[CH2:20][N:21]([CH:23]([c:24]3[cH:25][cH:26][cH:27][cH:28][cH:29]3)[c:30]3[cH:31][cH:32][cH:33][cH:34][cH:35]3)[CH2:22]2)[cH:16][cH:17]1.[Cl:1][C:2]([Cl:3])=[O:4].[K+:10].[K+:9]>>[Cl:1][C:2](=[O:4])[N:21]1[CH2:20][CH:19]([S:18][c:15]2[cH:14][cH:13][c:12]([Cl:11])[cH:17][cH:16]2)[CH2:22]1. Starting materials: ClC1=CC(=NC=N1)C(=O)NC1=CC=C(C=C1)O (6-chloro-N-(4-hydroxyphenyl)pyrimidine-4-carboxamide), CCN(C(C)C)C(C)C (DIEA), ClC1=CC(=NC=N1)C(=O)Cl (6-chloropyrimidine-4-carbonyl chloride), NC=1C=C2C=NNC2=CC1 (5-aminoindazole). The solvent is C(Cl)Cl (DCM), CN(C)C=O (DMF). Product: ClC1=CC(=NC=N1)C(=O)NC=1C=C2C=NNC2=CC1 (6-chloro-N-1H-indazol-5-ylpyrimidine-4-carboxamide). As a reaction SMILES: [Cl:1][C:2]1[N:7]=[CH:6][N:5]=[C:4]([C:8](Cl)=[O:9])[CH:3]=1.ClC1N=CN=C(C(NC2C=CC(O)=CC=2)=O)C=1.[NH2:28][C:29]1[CH:30]=[C:31]2[C:35](=[CH:36][CH:37]=1)[NH:34][N:33]=[CH:32]2.CCN(C(C)C)C(C)C>C(Cl)Cl.CN(C=O)C>[Cl:1][C:2]1[N:7]=[CH:6][N:5]=[C:4]([C:8]([NH:28][C:29]2[CH:30]=[C:31]3[C:35](=[CH:36][CH:37]=2)[NH:34][N:33]=[CH:32]3)=[O:9])[CH:3]=1. Procedure details: To a cooled (0° C.) solution of 6-chloropyrimidine-4-carbonyl chloride in DCM (60 mL), obtained as described above for Intermediate 7, step 1 (798 mg; 4.51 mmol) was added dropwise, during a period of 30 minutes, a solution of 5-aminoindazole (Aldrich, 500 mg; 3.76 mmol) and DIEA (1.29 ml; 7.51 mmol) in dry DMF (5 mL). At the end of addition the reaction mixture was concentrated in vacuo, diluted with water and extracted with EtOAc. A white precipitate separated from the organic phase. It was fi... Reactants: CC(C)(C)OC(=O)NC(Cc1cc(OCc2ccccc2)cc(O[Si](C)(C)C(C)(C)C)c1)C(=O)OCc1ccccc1, C1CCOC1, CCCC[N+](CCCC)(CCCC)CCCC, [F-]. The product is CC(C)(C)OC(=O)NC(Cc1cc(O)cc(OCc2ccccc2)c1)C(=O)OCc1ccccc1. RXN SMILES: [CH2:1]([c:2]1[cH:3][cH:4][cH:5][cH:6][cH:7]1)[O:8][c:9]1[cH:10][c:11]([CH2:12][CH:13]([NH:14][C:15](=[O:16])[O:17][C:18]([CH3:19])([CH3:20])[CH3:21])[C:22](=[O:23])[O:24][CH2:25][c:26]2[cH:27][cH:28][cH:29][cH:30][cH:31]2)[cH:32][c:33]([O:35][Si:36]([C:37]([CH3:38])([CH3:39])[CH3:40])([CH3:41])[CH3:42])[cH:34]1.[CH2:61]1[O:62][CH2:63][CH2:64][CH2:65]1.[CH3:44][CH2:45][CH2:46][CH2:47][N+:48]([CH2:49][CH2:50][CH2:51][CH3:52])([CH2:53][CH2:54][CH2:55][CH3:56])[CH2:57][CH2:58][CH2:59][CH3:60].[F-:43]>>[CH2:1]([c:2]1[cH:3][cH:4][cH:5][cH:6][cH:7]1)[O:8][c:9]1[cH:10][c:11]([CH2:12][CH:13]([NH:14][C:15](=[O:16])[O:17][C:18]([CH3:19])([CH3:20])[CH3:21])[C:22](=[O:23])[O:24][CH2:25][c:26]2[cH:27][cH:28][cH:29][cH:30][cH:31]2)[cH:32][c:33]([OH:35])[cH:34]1. As a reaction SMILES: [C:26](=[O:27])([O-:28])[O-:29].[CH2:32]1[O:33][CH2:34][CH2:35][CH2:36]1.[F:13][c:14]1[c:15]([CH:16]=[O:17])[cH:18][c:19]([C:22]([F:23])([F:24])[F:25])[cH:20][cH:21]1.[K+:30].[K+:31].[OH:1][c:2]1[cH:3][c:4]([CH:8]([C:9](=[O:10])[OH:11])[CH3:12])[cH:5][cH:6][cH:7]1>>[O:1]([c:2]1[cH:3][c:4]([CH:8]([C:9](=[O:10])[OH:11])[CH3:12])[cH:5][cH:6][cH:7]1)[c:14]1[c:15]([CH:16]=[O:17])[cH:18][c:19]([C:22]([F:23])([F:24])[F:25])[cH:20][cH:21]1. Product: CC(C(=O)O)c1cccc(Oc2ccc(C(F)(F)F)cc2C=O)c1. Reactants: O=C([O-])[O-], C1CCOC1, O=Cc1cc(C(F)(F)F)ccc1F, [K+], [K+], CC(C(=O)O)c1cccc(O)c1. The reactants are [BH4-], CCO, [Cl-], Cc1c(Cl)nc2c(C=O)cnn2c1Cl, [NH4+], [Na+]. Product: Cc1c(Cl)nc2c(CO)cnn2c1Cl. Reaction SMILES: [BH4-:15].[CH3:19][CH2:20][OH:21].[Cl-:17].[Cl:1][c:2]1[n:3][c:4]2[n:5]([c:6]([Cl:9])[c:7]1[CH3:8])[n:10][cH:11][c:12]2[CH:13]=[O:14].[NH4+:18].[Na+:16]>>[Cl:1][c:2]1[n:3][c:4]2[n:5]([c:6]([Cl:9])[c:7]1[CH3:8])[n:10][cH:11][c:12]2[CH2:13][OH:14]. Reactants: BrC=1NC2=CC(=CC=C2C1C1CCCCC1)C(=O)OC (methyl 2-bromo-3-cyclohexyl-1H-indole-6-carboxylate), N1C=CC2=CC=C(C=C12)C(=O)OC (methyl indole-6-carboxylate), C(=O)([O-])[O-].[K+].[K+] (K2CO3), C(C)(C)(C)OC(=O)N(C(C(=O)OC)=C)C(=O)OC(C)(C)C (methyl 2-[bis(tert-butoxycarbonyl)amino]acrylate). The solvent is CC#N (MeCN). Reaction conditions: time 16 hour. Yields the product C(C)(C)(C)OC(=O)N(C(CN1C(=C(C2=CC=C(C=C12)C(=O)OC)C1CCCCC1)Br)C(=O)OC)C(=O)OC(C)(C)C (methyl 1-{2-[bis(tert-butoxycarbonyl)amino]-3-methoxy-3-oxopropyl}-2-bromo-3-cyclohexyl-1H-indole-6-carboxylate). Reaction SMILES: [Br:1][C:2]1[NH:3][C:4]2[C:9]([C:10]=1[CH:11]1[CH2:16][CH2:15][CH2:14][CH2:13][CH2:12]1)=[CH:8][CH:7]=[C:6]([C:17]([O:19][CH3:20])=[O:18])[CH:5]=2.N1C2C(=CC=C(C(OC)=O)C=2)C=C1.C([O-])([O-])=O.[K+].[K+].[C:40]([O:44][C:45]([N:47]([C:54]([O:56][C:57]([CH3:60])([CH3:59])[CH3:58])=[O:55])[C:48](=[CH2:53])[C:49]([O:51][CH3:52])=[O:50])=[O:46])([CH3:43])([CH3:42])[CH3:41]>CC#N>[C:40]([O:44][C:45]([N:47]([C:54]([O:56][C:57]([CH3:58])([CH3:60])[CH3:59])=[O:55])[CH:48]([C:49]([O:51][CH3:52])=[O:50])[CH2:53][N:3]1[C:4]2[C:9](=[CH:8][CH:7]=[C:6]([C:17]([O:19][CH3:20])=[O:18])[CH:5]=2)[C:10]([CH:11]2[CH2:16][CH2:15][CH2:14][CH2:13][CH2:12]2)=[C:2]1[Br:1])=[O:46])([CH3:43])([CH3:41])[CH3:42] |f:2.3.4|. Reported procedure: To a solution of methyl 2-bromo-3-cyclohexyl-1H-indole-6-carboxylate (prepared as described in WO 2004087714 from commercially available methyl indole-6-carboxylate) in MeCN (0.08 M) were added 6 eq of K2CO3 and 1.2 eq of methyl 2-[bis(tert-butoxycarbonyl)amino]acrylate. The mixture was stirred at RT for 16 h before being filtered and concentrated in vacuo to afford the title compound as a viscous oil which solidified on standing (quantitative); MS (ES+) m/z 659 (M+Na)+, 661 (M+Na)+. Reactants: [NH4+].[Cl-] (NH4Cl), [Mg] (magnesium), II (iodine), BrC1=C(C=CC(=C1)F)F (1-bromo-2,5-difluorobenzene), II (iodine), O1C(CCCC1)O[C@@H](C(=O)N1CCOCC1)C (4-[(2R)-2-(3,4,5,6-Tetrahydro-2H-pyran-2-yloxy)propionyl]morpholine), BrC1=C(C=CC(=C1)F)F (1-bromo-2,5-difluorobenzene). Run in O (H2O), C1CCOC1 (THF), C1CCOC1 (THF). Run at temperature 52.5 celsius, time 1 hour. Product: FC1=C(C=C(C=C1)F)C([C@@H](C)OC1OCCCC1)=O ((2R)-2′,5′-Difluoro-2-(3,4,5,6-tetrahydro-2H-pyran-2-yloxy)-propiophenone). Yield: 98.3%. Reaction SMILES: [Mg].II.Br[C:5]1[CH:10]=[C:9]([F:11])[CH:8]=[CH:7][C:6]=1[F:12].[O:13]1[CH2:18][CH2:17][CH2:16][CH2:15][CH:14]1[O:19][C@H:20]([CH3:29])[C:21](N1CCOCC1)=[O:22].[NH4+].[Cl-]>C1COCC1.O>[F:12][C:6]1[CH:7]=[CH:8][C:9]([F:11])=[CH:10][C:5]=1[C:21](=[O:22])[C@H:20]([O:19][CH:14]1[CH2:15][CH2:16][CH2:17][CH2:18][O:13]1)[CH3:29] |f:4.5|. Reported procedure: A mixture of magnesium (7.25 g, 0.298 mol) and iodine (catalytic amount) and 1-bromo-2,5-difluorobenzene (20.0 g, 0.178 mol) in THF (250ml ) was vigously stirred. The color of iodine was disappeared and the inner temperature rose up to 65° C. To this mixture was added additional 1-bromo-2,5-difluorobenzene (30.0 g, 0.267 mol) dropwise to maintain the inner temperature from 50 to 55° C. over 45min. The resulting mixture was stirred at 55° C. for 30min. then at r.t. for 1 hr. The mixture was coole...